From a dataset of the Open Reaction Database (ORD), a public repository of structured organic reaction records. describe an organic reaction: reactants, conditions, products, and yield Reactants: COC(=O)OC1C=C2CC(OC(C)=O)C3OC3C2(C)C2CCC3(C)C(C(C)C4OCC(C)(C)CO4)CCC3C12, CC(=O)OC1CC2=CC(O)C3C4CCC(C(C)C5OCC(C)(C)CO5)C4(C)CCC3C2(C)C2OC12. Yields the product COC(=O)OC1C=C2CC(OC(C)=O)C3OC3C2(C)C2CCC3(C)C(C(C)C=O)CCC3C12. Reaction SMILES: [C:1]([CH3:2])(=[O:3])[O:4][CH:5]1[CH2:6][C:7]2=[CH:8][CH:9]([O:35][C:36](=[O:37])[O:38][CH3:39])[CH:10]3[CH:11]4[CH2:12][CH2:13][CH:14]([CH:15]([CH3:16])[CH:17]5[O:18][CH2:24][C:21]([CH3:22])([CH3:23])[CH2:20][O:19]5)[C:25]4([CH3:34])[CH2:26][CH2:27][CH:28]3[C:29]2([CH3:33])[CH:30]2[CH:31]1[O:32]2.[C:40]([O:41][CH:42]1[CH:43]2[O:44][CH:45]2[C:46]2([CH3:47])[C:48](=[CH:49][CH:50]([OH:51])[CH:52]3[CH:53]2[CH2:54][CH2:55][C:56]2([CH3:57])[CH:58]3[CH2:59][CH2:60][CH:61]2[CH:62]([CH:63]2[O:64][CH2:65][C:66]([CH3:67])([CH3:68])[CH2:69][O:70]2)[CH3:71])[CH2:72]1)(=[O:73])[CH3:74]>>[C:1]([CH3:2])(=[O:3])[O:4][CH:5]1[CH2:6][C:7]2=[CH:8][CH:9]([O:35][C:36](=[O:37])[O:38][CH3:39])[CH:10]3[CH:11]4[CH2:12][CH2:13][CH:14]([CH:15]([CH3:16])[CH:17]=[O:18])[C:25]4([CH3:34])[CH2:26][CH2:27][CH:28]3[C:29]2([CH3:33])[CH:30]2[CH:31]1[O:32]2. Reactants: [N+](=[N-])=CC(=O)OCC (ethyl diazoacetate), CC(C)=CC=C(C)C (2,5-dimethyl-2,4-hexadiene), cis- and trans-ethyl chrysanthemumates. Reagents/catalysts: Cu,K-PFIEP[SO3H]. Solvent: C(Cl)Cl (CH2Cl2), C(Cl)Cl (CH2Cl2). Reaction conditions: time 24 hour. Yields the product CCOC(=O)C1C(C1(C)C)C=C(C)C (Ethyl Chrysanthemumate). The yield is 89.6%. Reaction SMILES: [CH3:1][C:2](=[CH:4][CH:5]=[C:6]([CH3:8])[CH3:7])[CH3:3].[N+](=[CH:11][C:12]([O:14][CH2:15][CH3:16])=[O:13])=[N-]>C(Cl)Cl>[CH3:16][CH2:15][O:14][C:12]([CH:11]1[C:6]([CH3:8])([CH3:7])[CH:5]1[CH:4]=[C:2]([CH3:3])[CH3:1])=[O:13]. Procedure details: A flask was charged with CH2Cl2 (25 mL), 2,5-dimethyl-2,4-hexadiene (25 mL) and 0.45 g of the Cu,K-PFIEP[SO3H] catalyst, prepared as described above. A solution of ethyl diazoacetate (2.5 g) in CH2Cl2 (25 mL) was added slowly dropwise and the resulting reaction mixture was stirred for 24 hours at ambient temperature. Gas chromatography analysis showed that the resulting product contained cis- and trans-ethyl chrysanthemumates in a 1:1.66 isomer ratio and a combined yield of 89.6%. Starting materials: C(C)(C)(C)OC(=O)N[C@@H](C(C)C)C(=O)O (N-(t-Butoxycarbonyl)-L-valine), C(Cl)Cl (DCM), CC1=C(OC(O1)=O)COC([C@](C[C@@H](CC1=CC=C(C=C1)C1=CC=CC=C1)NC(=O)C=1NN=NC1)(C)CO)=O ((2S,4R)-5-biphenyl-4-yl-2-hydroxymethyl-2-methyl-4-[(3H-[1,2,3]triazole-4-carbonyl)-amino]-pentanoic acid 5-methyl-2-oxo-[1,3]dioxol-4-ylmethyl ester), CN1CCOCC1 (4-methylmorpholine), C=1C=CC2=C(C1)N=NN2O (HOBt), CCN=C=NCCCN(C)C (EDCI). Run at time 15 minute. Product: CC1=C(OC(O1)=O)COC([C@](C[C@@H](CC1=CC=C(C=C1)C1=CC=CC=C1)NC(=O)C=1NN=NC1)(C)COC([C@H](C(C)C)N)=O)=O ((2S,4R)-2-((S)-2-Amino-3-methyl-butyryloxymethyl)-5-biphenyl-4-yl-2-methyl-4-[(3H-[1,2,3]triazole-4-carbonyl)-amino]-pentanoic acid 5-methyl-2-oxo-[1,3]-dioxol-4-ylmethyl ester). The yield is 33.8%. RXN SMILES: C(OC([NH:8][C@H:9]([C:13]([OH:15])=[O:14])[CH:10]([CH3:12])[CH3:11])=O)(C)(C)C.C1C=CC2N(O)N=NC=2C=1.CCN=C=NCCCN(C)C.C(Cl)Cl.[CH3:40][C:41]1[O:45][C:44](=[O:46])[O:43][C:42]=1[CH2:47][O:48][C:49](=[O:77])[C@@:50]([CH2:75]O)([CH3:74])[CH2:51][C@H:52]([NH:66][C:67]([C:69]1[NH:70][N:71]=[N:72][CH:73]=1)=[O:68])[CH2:53][C:54]1[CH:59]=[CH:58][C:57]([C:60]2[CH:65]=[CH:64][CH:63]=[CH:62][CH:61]=2)=[CH:56][CH:55]=1.CN1CCOCC1>>[CH3:40][C:41]1[O:45][C:44](=[O:46])[O:43][C:42]=1[CH2:47][O:48][C:49](=[O:77])[C@@:50]([CH2:75][O:15][C:13](=[O:14])[C@@H:9]([NH2:8])[CH:10]([CH3:11])[CH3:12])([CH3:74])[CH2:51][C@H:52]([NH:66][C:67]([C:69]1[NH:70][N:71]=[N:72][CH:73]=1)=[O:68])[CH2:53][C:54]1[CH:55]=[CH:56][C:57]([C:60]2[CH:65]=[CH:64][CH:63]=[CH:62][CH:61]=2)=[CH:58][CH:59]=1. Procedure details: N-(t-Butoxycarbonyl)-L-valine (75 mg, 340 μmol), HOBt (47 mg, 0.34 mmol), EDCI (0.061 mL, 0.34 mmol), and DCM (1.8 mL, 29 mmol) were combined and stirred for 15 minutes. (2S,4R)-5-biphenyl-4-yl-2-hydroxymethyl-2-methyl-4-[(3H-[1,2,3]triazole-4-carbonyl)-amino]-pentanoic acid 5-methyl-2-oxo-[1,3]dioxol-4-ylmethyl ester (150 mg, 290 μmol) and 4-methylmorpholine (38 μL, 340 μmol) were added, and the resulting mixture was stirred at room temperature for 3 hours, then evaporated. The crude material w... The reactants are N#CCC(=O)O, CCOC(=O)CC(C)O, CN(C)c1ccncc1, C(=NC1CCCCC1)=NC1CCCCC1, ClCCl. The product is CCOC(=O)CC(C)OC(=O)CC#N. Reaction SMILES: [C:10](#[N:11])[CH2:12][C:13](=[O:14])[OH:15].[CH2:1]([CH3:2])[O:3][C:4]([CH2:5][CH:6]([CH3:7])[OH:8])=[O:9].[CH3:31][N:32]([CH3:33])[c:34]1[cH:35][cH:36][n:37][cH:38][cH:39]1.[CH:16]1([N:17]=[C:18]=[N:19][CH:20]2[CH2:21][CH2:22][CH2:23][CH2:24][CH2:25]2)[CH2:26][CH2:27][CH2:28][CH2:29][CH2:30]1.[Cl:40][CH2:41][Cl:42]>>[CH2:1]([CH3:2])[O:3][C:4]([CH2:5][CH:6]([CH3:7])[O:8][C:13]([CH2:12][C:10]#[N:11])=[O:14])=[O:9].